Dataset: the Open Reaction Database (ORD), a public repository of structured organic reaction records. Task: describe an organic reaction: reactants, conditions, products, and yield The reactants are C(C=C)ON1[C@@H]2C(=C[C@H](N(C1=O)C2)C(=O)N)C ((2S,5R)-6-(allyloxy)-4-methyl-7-oxo-1,6-diazabicyclo[3.2.1]oct-3-ene-2-carboxamide), C(C=C)ONC1C(=C[C@@H](NC1)C(=O)N)C1CC1 ((R)-5-(allyloxyamino)-4-cyclopropyl-1,2,5,6-tetrahydropyridine-2-carboxamide), C(C=C)ONC1C(=C[C@@H](NC1)C(=O)N)C1CC1 ((R)-5-(allyloxyamino)-4-cyclopropyl-1,2,5,6-tetrahydropyridine-2-carboxamide). Product: C(C=C)ON1[C@@H]2C(=C[C@H](N(C1=O)C2)C(=O)N)C2CC2 ((2S,5R)-6-(allyloxy)-4-cyclopropyl-7-oxo-1,6-diazabicyclo[3.2.1]oct-3-ene-2-carboxamide), oil. Yield: 49.0%. Reaction SMILES: [CH2:1]([O:4][NH:5][CH:6]1[CH2:11][NH:10][C@@H:9]([C:12]([NH2:14])=[O:13])[CH:8]=[C:7]1[CH:15]1[CH2:17][CH2:16]1)[CH:2]=[CH2:3].[CH2:18]([O:21]N1C(=O)N2C[C@H]1C(C)=C[C@H]2C(N)=O)C=C>>[CH2:1]([O:4][N:5]1[C:18](=[O:21])[N:10]2[CH2:11][C@H:6]1[C:7]([CH:15]1[CH2:16][CH2:17]1)=[CH:8][C@H:9]2[C:12]([NH2:14])=[O:13])[CH:2]=[CH2:3]. Procedure details: The title compound was prepared from (R)-5-(allyloxyamino)-4-cyclopropyl-1,2,5,6-tetrahydropyridine-2-carboxamide (Intermediate 270, 0.307 g, 1.29 mmol) following the procedure described for Intermediate 16. The desired product was obtained as a yellow oil (0.168 g, 49%).